From a dataset of the Open Reaction Database (ORD), a public repository of structured organic reaction records. describe an organic reaction: reactants, conditions, products, and yield Procedure details: In step a of scheme 1, reaction of the ketone with diethyl oxalacetate in the presence of a base, such as sodium ethoxide, and an organic solvent such as ethanol, provides the dioxobutanoic acid. Refluxing the dioxobutanoic acid, in step b, in the presence of a base, such as EtONa, and 2-methylisothiourea followed by and organic extraction and acid wash provides the 2-(methylthio)pyrimidine-4-carboxylic acid. In step c, the carboxylic acid is converted to the amide using standard amine coupling ... Reactants: O=C(C(C(=O)O)=O)C (dioxobutanoic acid), CC[O-].[Na+] (EtONa), CSC(N)=N (2-methylisothiourea). Product: CSC1=NC=CC(=N1)C(=O)O (2-(methylthio)pyrimidine-4-carboxylic acid). Reaction SMILES: O=[C:2]([CH3:8])[C:3](=O)[C:4]([OH:6])=[O:5].CC[O-].[Na+].[CH3:13][S:14][C:15](=[NH:17])[NH2:16]>>[CH3:13][S:14][C:15]1[N:17]=[C:3]([C:4]([OH:6])=[O:5])[CH:2]=[CH:8][N:16]=1 |f:1.2|. Yields the product FC=1C=C2SC=3C=CC=C(C3NC2=CC1)[N+](=O)[O-] (7-Fluoro-1-nitro-10H-phenothiazine). Reaction conditions: time 12 hour. Procedure: 2.2 g (15 mmol) of 2-amino-5-fluorobenzenethiol was dissolved in 30 ml of dimethylformamide and 2.5 g (12 mmol) of 1-chloro-2,6-dinitrobenzene was added thereto. The resulting mixture was stirred at room temperature. After 12 hours, 2.6 ml of N,N-diisopropylethylamine was added thereto and the mixture was heated at 80° C. for 2 hours. After cooling, the reaction mixture was poured into a saturated aqueous solution of ammonium chloride and extracted with ethyl acetate. After concentrating, the re... Isolated yield 38.1%. RXN SMILES: [NH2:1][C:2]1[CH:7]=[CH:6][C:5]([F:8])=[CH:4][C:3]=1[SH:9].Cl[C:11]1[C:16]([N+:17]([O-:19])=[O:18])=[CH:15][CH:14]=[CH:13][C:12]=1[N+]([O-])=O.C(N(CC)C(C)C)(C)C.[Cl-].[NH4+]>CN(C)C=O>[F:8][C:5]1[CH:4]=[C:3]2[C:2](=[CH:7][CH:6]=1)[NH:1][C:11]1[C:16]([N+:17]([O-:19])=[O:18])=[CH:15][CH:14]=[CH:13][C:12]=1[S:9]2 |f:3.4|. Solvent: CN(C=O)C (dimethylformamide). The reactants are [Cl-].[NH4+] (ammonium chloride), NC1=C(C=C(C=C1)F)S (2-amino-5-fluorobenzenethiol), C(C)(C)N(C(C)C)CC (N,N-diisopropylethylamine), ClC1=C(C=CC=C1[N+](=O)[O-])[N+](=O)[O-] (1-chloro-2,6-dinitrobenzene). Run at temperature -78 celsius, time 16 hour. Reaction SMILES: [CH3:1][NH:2][C:3](=O)[C@@H:4]([N:12]([CH2:20][CH:21]=[CH2:22])[C:13]([O:15][C:16]([CH3:19])([CH3:18])[CH3:17])=[O:14])[CH2:5][C:6]1[CH:11]=[CH:10][CH:9]=[CH:8][CH:7]=1.[H-].C([Al+]CC(C)C)C(C)C.[OH-].[Na+]>ClCCl>[CH3:1][NH:2][CH2:3][C@@H:4]([N:12]([CH2:20][CH:21]=[CH2:22])[C:13]([O:15][C:16]([CH3:17])([CH3:18])[CH3:19])=[O:14])[CH2:5][C:6]1[CH:7]=[CH:8][CH:9]=[CH:10][CH:11]=1 |f:1.2,3.4|. Procedure: Dissolve (S)-N-methyl-2-[N'-(t-butoxycarbonyl)-allylamino]-3-phenyl-propionamide (0.31 g, 0.98 mmol) in dichloromethane (10 mL) and cool in a dry ice/acetone bath to -78° C. Add diisobutylaluminum hydride (1.96 mL, 1.5M in toluene, 2.94 mmol). Allow to warm slowly to ambient temperature and stir for 16 hours. Slowly add a 15% aqueous solution of sodium hydroxide (3.0 mL). Extract with dichloromethane, dry the organic layer over MgSO4, filter, and evaporate in vacuo to give the title compound as ... Yields the product CNC[C@H](CC1=CC=CC=C1)N(C(=O)OC(C)(C)C)CC=C ((S)-N-Methyl-2-[N'-(t-butoxycarbonyl)-allylamino]-3-phenyl-propylamine). The solvent is ClCCl (dichloromethane). Starting materials: CNC([C@H](CC1=CC=CC=C1)N(C(=O)OC(C)(C)C)CC=C)=O ((S)-N-methyl-2-[N'-(t-butoxycarbonyl)-allylamino]-3-phenyl-propionamide), aqueous solution, [OH-].[Na+] (sodium hydroxide), [H-].C(C(C)C)[Al+]CC(C)C (diisobutylaluminum hydride). The reactants are COC(CCC1=C(C=CC=C1)O)=O (2-hydroxybenzenepropanoic acid methyl ester), BrCCCCCBr (1,5-dibromopentane), C([O-])([O-])=O.[K+].[K+] (potassium carbonate), C(C)#N (acetonitrile). The solvent is CCOCC (ether). Yields the product COC(CCC1=C(C=CC=C1)OCCCCCBr)=O (2-[(5-Bromopentyl)oxy]benzenepropanic Acid Methyl Ester). The yield is 586.1%. As a reaction SMILES: [CH3:1][O:2][C:3](=[O:13])[CH2:4][CH2:5][C:6]1[CH:11]=[CH:10][CH:9]=[CH:8][C:7]=1[OH:12].[Br:14][CH2:15][CH2:16][CH2:17][CH2:18][CH2:19]Br.C(=O)([O-])[O-].[K+].[K+].C(#N)C>CCOCC>[CH3:1][O:2][C:3](=[O:13])[CH2:4][CH2:5][C:6]1[CH:11]=[CH:10][CH:9]=[CH:8][C:7]=1[O:12][CH2:19][CH2:18][CH2:17][CH2:16][CH2:15][Br:14] |f:2.3.4|. Procedure details: A mixture of 3.6 g (20 mmol) of 2-hydroxybenzenepropanoic acid methyl ester, 22 mL (160 mmol) of 1,5-dibromopentane, 8.73 g (63.3 mmol) of anhydrous granular potassium carbonate, and 145 mL of acetonitrile was stirred and refluxed for 24 hr. The resulting slurry was cooled and diluted with 300 mL of ether. The solids were removed by suction filtration and the filter cake was washed well with ether. The filtrate and washes were combined and concentrated in vacuo giving 38.59 g of a brown oil whic... Reactants: C(C)(C)OCCO (2-isopropoxyethanol), OC1=CC=C(C=O)C=C1 (p-hydroxybenzaldehyde), C(C)(C)OCCO (2-isopropoxyethanol), OC1=CC=C(C=O)C=C1 (p-hydroxybenzaldehyde), C1(=CC=CC=C1)P(C1=CC=CC=C1)C1=CC=CC=C1 (triphenylphosphine), C1CCOC1 (THF). The solvent is N(=NC(=O)OCC)C(=O)OCC (diethyl azodicarboxylate). Product: C(C)(C)OCCOC1=CC=C(C=O)C=C1 (4-(2-isopropoxyethoxy)benzaldehyde). Yield: 81.7%. Reaction SMILES: [CH:1]([O:4][CH2:5][CH2:6][OH:7])([CH3:3])[CH3:2].O[C:9]1[CH:16]=[CH:15][C:12]([CH:13]=[O:14])=[CH:11][CH:10]=1.C1(P(C2C=CC=CC=2)C2C=CC=CC=2)C=CC=CC=1.C1COCC1>N(C(OCC)=O)=NC(OCC)=O>[CH:1]([O:4][CH2:5][CH2:6][O:7][C:9]1[CH:16]=[CH:15][C:12]([CH:13]=[O:14])=[CH:11][CH:10]=1)([CH3:3])[CH3:2]. Reported procedure: To a solution of 2-isopropoxyethanol (600 mg, 5.76 mmol), p-hydroxybenzaldehyde (0.78 g, 6.34 mM) and triphenylphosphine in THF (20 ml) (1.6 g, 6.1 mmol), diethyl azodicarboxylate (40% in toluene) was added at 0° C. over 10 minutes while stirring. Then, the mixture was stirred at room temperature for 18 hours until the initial reaction product of 2-isopropoxyethanol and p-hydroxybenzaldehyde disappeared. The resulting solution was concentrated and purified by silica gel chromatography (hexane:et... Starting materials: CCCN, Cc1cc(C(=O)O)nc(Cl)n1, C1COCCO1. Yields the product CCCNc1nc(C)cc(C(=O)O)n1. Reaction SMILES: [CH3:12][CH2:13][CH2:14][NH2:15].[Cl:1][c:2]1[n:3][c:4]([CH3:11])[cH:5][c:6]([C:8](=[O:9])[OH:10])[n:7]1.[O:16]1[CH2:17][CH2:18][O:19][CH2:20][CH2:21]1>>[c:2]1([NH:15][CH2:14][CH2:13][CH3:12])[n:3][c:4]([CH3:11])[cH:5][c:6]([C:8](=[O:9])[OH:10])[n:7]1. Reactants: [BH3-]C#N, O=C([O-])O, [CH3], CO, O=Cc1ccccc1, CCCCCC(CN(O)C=O)C(=O)NN, [Na+], [Na+]. Product: CCCCCC(CN(O)C=O)C(=O)NNCc1ccccc1. RXN SMILES: [C:25]([BH3-:26])#[N:27].[C:29](=[O:30])([OH:31])[O-:32].[CH3:24].[CH3:34][OH:35].[CH:16](=[O:17])[c:18]1[cH:19][cH:20][cH:21][cH:22][cH:23]1.[NH:1]([NH2:2])[C:3](=[O:4])[CH:5]([CH2:6][N:7]([CH:8]=[O:9])[OH:10])[CH2:11][CH2:12][CH2:13][CH2:14][CH3:15].[Na+:28].[Na+:33]>>[NH:1]([NH:2][CH2:16][c:18]1[cH:19][cH:20][cH:21][cH:22][cH:23]1)[C:3](=[O:4])[CH:5]([CH2:6][N:7]([CH:8]=[O:9])[OH:10])[CH2:11][CH2:12][CH2:13][CH2:14][CH3:15]. The reactants are CCO, CCCCCCC, CCOC(C)=O, CC(C)OC(C)C, CC(C)c1c(C(=S)Nc2ccccc2)c(-c2ccccc2)c(-c2ccc(F)cc2)n1CCC1CC(CC(=O)OC(C)(C)C)OB(c2ccccc2)O1, [Na+], [OH-], O, OO. The product is CC(C)c1c(C(=O)Nc2ccccc2)c(-c2ccccc2)c(-c2ccc(F)cc2)n1CCC1CC(CC(=O)OC(C)(C)C)OB(c2ccccc2)O1. Reaction SMILES: [CH3:64][CH2:65][OH:66].[CH3:67][CH2:68][CH2:69][CH2:70][CH2:71][CH2:72][CH3:73].[CH3:75][CH2:76][O:77][C:78](=[O:79])[CH3:80].[CH:57]([O:60][CH:58]([CH3:59])[CH3:61])([CH3:62])[CH3:63].[F:1][c:2]1[cH:3][cH:4][c:5](-[c:8]2[n:9]([CH2:31][CH2:32][CH:33]3[CH2:34][CH:35]([CH2:45][C:46](=[O:47])[O:48][C:49]([CH3:50])([CH3:51])[CH3:52])[O:36][B:37]([c:39]4[cH:40][cH:41][cH:42][cH:43][cH:44]4)[O:38]3)[c:10]([CH:28]([CH3:29])[CH3:30])[c:11]([C:19]([NH:20][c:21]3[cH:22][cH:23][cH:24][cH:25][cH:26]3)=[S:27])[c:12]2-[c:13]2[cH:14][cH:15][cH:16][cH:17][cH:18]2)[cH:6][cH:7]1.[Na+:54].[OH-:53].[OH2:74].[OH:55][OH:56]>>[F:1][c:2]1[cH:3][cH:4][c:5](-[c:8]2[n:9]([CH2:31][CH2:32][CH:33]3[CH2:34][CH:35]([CH2:45][C:46](=[O:47])[O:48][C:49]([CH3:50])([CH3:51])[CH3:52])[O:36][B:37]([c:39]4[cH:40][cH:41][cH:42][cH:43][cH:44]4)[O:38]3)[c:10]([CH:28]([CH3:29])[CH3:30])[c:11]([C:19]([NH:20][c:21]3[cH:22][cH:23][cH:24][cH:25][cH:26]3)=[O:60])[c:12]2-[c:13]2[cH:14][cH:15][cH:16][cH:17][cH:18]2)[cH:6][cH:7]1. The reactants are C1(=CC=CC=C1)C(C(F)(F)F)O (1-phenyl-2,2,2-trifluoroethanol), C(C)(C)N(CC)C(C)C (diisopropylethyl amine), S(=O)(=O)(C(F)(F)F)OS(=O)(=O)C(F)(F)F (triflic anhydride), Cl.C(#N)CNC(=O)[C@H]1NC[C@@H](C1)S(=O)(=O)C1=CC=CC=C1 ((2S,4R)-4-benzenesulfonyl-pyrrolidine-2-carboxylic acid cyanomethyl-amide hydrochloride). Solvent: ClCCl (dichloromethane), ClCCl (dichloromethane). Run at time 1 hour. Yields the product C(#N)CNC(=O)[C@H]1N(C[C@@H](C1)S(=O)(=O)C1=CC=CC=C1)C(C(F)(F)F)C1=CC=CC=C1 ((2S,4R)-4-benzenesulfonyl-1-(2,2,2-trifluoro-1-phenyl-ethyl)-pyrrolidine-2-carboxylic acid cyanomethyl-amide). Reaction SMILES: [C:1]1([CH:7](O)[C:8]([F:11])([F:10])[F:9])[CH:6]=[CH:5][CH:4]=[CH:3][CH:2]=1.C(N(C(C)C)CC)(C)C.S(OS(C(F)(F)F)(=O)=O)(C(F)(F)F)(=O)=O.Cl.[C:38]([CH2:40][NH:41][C:42]([C@@H:44]1[CH2:48][C@@H:47]([S:49]([C:52]2[CH:57]=[CH:56][CH:55]=[CH:54][CH:53]=2)(=[O:51])=[O:50])[CH2:46][NH:45]1)=[O:43])#[N:39]>ClCCl>[C:38]([CH2:40][NH:41][C:42]([C@@H:44]1[CH2:48][C@@H:47]([S:49]([C:52]2[CH:57]=[CH:56][CH:55]=[CH:54][CH:53]=2)(=[O:50])=[O:51])[CH2:46][N:45]1[CH:7]([C:1]1[CH:6]=[CH:5][CH:4]=[CH:3][CH:2]=1)[C:8]([F:11])([F:10])[F:9])=[O:43])#[N:39] |f:3.4|. Procedure: To a solution of 1-phenyl-2,2,2-trifluoroethanol (0.4 mmole) in dichloromethane (1.4 ml) was added at −50° C. diisopropylethyl amine (2.0 mmole) and triflic anhydride (0.42 mmole) and stirring was continued at −50° for 1 h. To the mixture was added at −50° C. a solution of (2S,4R)-4-benzenesulfonyl-pyrrolidine-2-carboxylic acid cyanomethyl-amide hydrochloride (0.4 mmole) prepared in analogy to experiment K1 in dichloromethane (0.4 ml) and stirring was continued at 22° C. for 2 d. The mixture was...